From a dataset of the Open Reaction Database (ORD), a public repository of structured organic reaction records. describe an organic reaction: reactants, conditions, products, and yield The reactants are CC(=O)OC(C)=O, COc1ccc2c(c1)Nc1cccc(SC)c1S2. The product is COc1ccc2c(c1)N(C(C)=O)c1cccc(SC)c1S2. RXN SMILES: [CH3:19][C:20](=[O:21])[O:22][C:23](=[O:24])[CH3:25].[CH3:1][O:2][c:3]1[cH:4][c:5]2[c:14]([cH:15][cH:16]1)[S:13][c:12]1[c:7]([cH:8][cH:9][cH:10][c:11]1[S:17][CH3:18])[NH:6]2>>[CH3:1][O:2][c:3]1[cH:4][c:5]2[c:14]([cH:15][cH:16]1)[S:13][c:12]1[c:7]([cH:8][cH:9][cH:10][c:11]1[S:17][CH3:18])[N:6]2[C:20]([CH3:19])=[O:21]. The reactants are COC1=NC(=CC(=N1)OC(C(=O)OC)C(C1=CC=CC=C1)(C1=CC=CC=C1)OC)OC (methyl 2-(2,6-dimethoxy-4-pyrimidinyl-oxy)-3-methoxy-3,3-diphenylpropionate), [OH-].[K+] (KOH). Run in O1CCOCC1 (dioxane), O (water). Run at temperature 100 celsius, time 3 hour. Product: COC1=NC(=CC(=N1)OC(C(=O)O)C(C1=CC=CC=C1)(C1=CC=CC=C1)OC)OC (2-(2,6-Dimethoxy-4-pyrimidinyloxy)-3-methoxy-3,3-diphenyl-propionic acid). Yield: 38.4%. As a reaction SMILES: [CH3:1][O:2][C:3]1[N:8]=[C:7]([O:9][CH:10]([C:15]([O:28][CH3:29])([C:22]2[CH:27]=[CH:26][CH:25]=[CH:24][CH:23]=2)[C:16]2[CH:21]=[CH:20][CH:19]=[CH:18][CH:17]=2)[C:11]([O:13]C)=[O:12])[CH:6]=[C:5]([O:30][CH3:31])[N:4]=1.[OH-].[K+]>O1CCOCC1.O>[CH3:1][O:2][C:3]1[N:8]=[C:7]([O:9][CH:10]([C:15]([O:28][CH3:29])([C:22]2[CH:27]=[CH:26][CH:25]=[CH:24][CH:23]=2)[C:16]2[CH:21]=[CH:20][CH:19]=[CH:18][CH:17]=2)[C:11]([OH:13])=[O:12])[CH:6]=[C:5]([O:30][CH3:31])[N:4]=1 |f:1.2|. Reported procedure: 550 mg (1.3 mmol) of methyl 2-(2,6-dimethoxy-4-pyrimidinyl-oxy)-3-methoxy-3,3-diphenylpropionate were dissolved in 5 ml of dioxane, 2.6 ml of 1N KOH solution were added, and the mixture was stirred at 100° C. for 3 h. The solution was diluted with 300 ml of water and extracted with ethyl acetate to remove unreacted ester. The aqueous phase was then adjusted to pH 1-2 with dilute hydrochloric acid and was extracted with ethyl acetate. After drying over magnesium sulfate and removal of the solvent... Starting materials: C1(=CC=CC=C1)C(C1=CC=CC=C1)=NC1=CC2=C(C=N1)N=CN2C2CN(CCC2)C(=O)OC(C)(C)C (tert-butyl 3-(6-((diphenylmethylene)amino)-1H-imidazo[4,5-c]pyridin-1-yl)piperidine-1-carboxylate), Cl (HCl). Run in C1CCOC1 (THF). Reaction conditions: time 3 hour. The product is Cl.N1CC(CCC1)N1C=NC=2C=NC(=CC21)N (1-(piperidin-3-yl)-1H-imidazo[4,5-c]pyridin-6-amine hydrochloride). Yield: 95.0%. Reaction SMILES: C1(C(=[N:14][C:15]2[N:20]=[CH:19][C:18]3[N:21]=[CH:22][N:23]([CH:24]4[CH2:29][CH2:28][CH2:27][N:26](C(OC(C)(C)C)=O)[CH2:25]4)[C:17]=3[CH:16]=2)C2C=CC=CC=2)C=CC=CC=1.[ClH:37]>C1COCC1>[ClH:37].[NH:26]1[CH2:27][CH2:28][CH2:29][CH:24]([N:23]2[C:17]3[CH:16]=[C:15]([NH2:14])[N:20]=[CH:19][C:18]=3[N:21]=[CH:22]2)[CH2:25]1 |f:3.4|. Procedure details: To a solution of tert-butyl 3-(6-((diphenylmethylene)amino)-1H-imidazo[4,5-c]pyridin-1-yl)piperidine-1-carboxylate (400 mg, 0.83 mmol, 1.0 eq) in THF (4 mL) was added HCl (4 N solution in 1,4 dioxane, 4 mL). The mixture was stirred at rt for 3 h and concentrated in vacuo to afford a residue which was washed with EtOAc (10 mL×3) to give crude title compound (180 mg, 95%) as brown solid. 1H NMR (400 MHz, DMSO-d6) δ: 9.82 (s, 1H), 8.73-8.65 (m, 1H), 7.74-7.70 (m, 1H), 7.58-7.56 (m, 1H), 4.04-4.02 (... Reactants: O=C([O-])[O-], COC1CN(c2ccc(I)c(Cc3ccccc3)n2)CC1OS(=O)(=O)c1cccc([N+](=O)[O-])c1, CS(C)=O, CC(=O)O, [Cs+], [Cs+]. The product is COC1CN(c2ccc(I)c(Cc3ccccc3)n2)CC1OC(C)=O. Reaction SMILES: [C:1](=[O:2])([O-:3])[O-:4].[CH2:11]([c:12]1[cH:13][cH:14][cH:15][cH:16][cH:17]1)[c:18]1[n:19][c:20]([N:25]2[CH2:26][CH:27]([O:32][S:33]([c:34]3[cH:35][cH:36][cH:37][c:38]([N+:39]([O-:40])=[O:41])[cH:42]3)(=[O:43])=[O:44])[CH:28]([O:30][CH3:31])[CH2:29]2)[cH:21][cH:22][c:23]1[I:24].[CH3:45][S:46](=[O:47])[CH3:48].[CH3:7][C:8]([OH:9])=[O:10].[Cs+:5].[Cs+:6]>>[CH3:7][C:8](=[O:9])[O:10][CH:27]1[CH2:26][N:25]([c:20]2[n:19][c:18]([CH2:11][c:12]3[cH:13][cH:14][cH:15][cH:16][cH:17]3)[c:23]([I:24])[cH:22][cH:21]2)[CH2:29][CH:28]1[O:30][CH3:31]. The reactants are CC1(C)C2CCC1(CS(=O)(=O)O)C(=O)C2, CCO, Cc1ccccc1, O=C(Cc1ccc(F)cc1)N=C=S, CN1CC(N2CCN(C(=O)Nc3cc(Oc4ccc(N)cc4F)ncn3)CC2)C1. Yields the product CN1CC(N2CCN(C(=O)Nc3cc(Oc4ccc(NC(=S)NC(=O)Cc5ccc(F)cc5)cc4F)ncn3)CC2)C1. RXN SMILES: [C:1]12([CH2:2][S:3]([OH:4])(=[O:5])=[O:6])[C:7]([CH3:8])([CH3:9])[CH:10]([CH2:11][CH2:12]1)[CH2:13][C:14]2=[O:15].[CH3:58][CH2:59][OH:60].[CH3:61][c:62]1[cH:63][cH:64][cH:65][cH:66][cH:67]1.[F:45][c:46]1[cH:47][cH:48][c:49]([CH2:52][C:53](=[O:54])[N:55]=[C:56]=[S:57])[cH:50][cH:51]1.[NH2:16][c:17]1[cH:18][c:19]([F:44])[c:20]([O:21][c:22]2[cH:23][c:24]([NH:28][C:29](=[O:30])[N:31]3[CH2:32][CH2:33][N:34]([CH:37]4[CH2:38][N:39]([CH3:41])[CH2:40]4)[CH2:35][CH2:36]3)[n:25][cH:26][n:27]2)[cH:42][cH:43]1>>[NH:16]([c:17]1[cH:18][c:19]([F:44])[c:20]([O:21][c:22]2[cH:23][c:24]([NH:28][C:29](=[O:30])[N:31]3[CH2:32][CH2:33][N:34]([CH:37]4[CH2:38][N:39]([CH3:41])[CH2:40]4)[CH2:35][CH2:36]3)[n:25][cH:26][n:27]2)[cH:42][cH:43]1)[C:56]([NH:55][C:53]([CH2:52][c:49]1[cH:48][cH:47][c:46]([F:45])[cH:51][cH:50]1)=[O:54])=[S:57].